This data is from the Open Reaction Database (ORD), a public repository of structured organic reaction records. The task is: describe an organic reaction: reactants, conditions, products, and yield Reactants: PdCl2Cl2(PtBu2Ph)2, ClC=1C2=C(N=CN1)C=CN2 (4-chloro-5H-pyrrolo[3,2-d]pyrimidine), FC1=NC=CC=C1B(O)O (2-fluoropyridin-3-ylboronic acid), C(C)(=O)[O-].[K+] (potassium acetate), crude product. The solvent is C(CCC)O (1-butanol), O (water). Run at temperature 100 celsius, time 60 minute. The product is FC1=NC=CC=C1C=1C2=C(N=CN1)C=CN2 (4-(2-fluoropyridin-3-yl)-5H-pyrrolo[3,2-d]pyrimidine). The yield is 73.0%. As a reaction SMILES: Cl[C:2]1[C:3]2[NH:10][CH:9]=[CH:8][C:4]=2[N:5]=[CH:6][N:7]=1.[F:11][C:12]1[C:17](B(O)O)=[CH:16][CH:15]=[CH:14][N:13]=1.C([O-])(=O)C.[K+]>C(O)CCC.O>[F:11][C:12]1[C:17]([C:2]2[C:3]3[NH:10][CH:9]=[CH:8][C:4]=3[N:5]=[CH:6][N:7]=2)=[CH:16][CH:15]=[CH:14][N:13]=1 |f:2.3|. Procedure: A mixture of 4-chloro-5H-pyrrolo[3,2-d]pyrimidine (0.500 g, 3.26 mmol), 2-fluoropyridin-3-ylboronic acid (0.688 g, 4.88 mmol) and potassium acetate (0.959 g, 9.77 mmol) in 1-butanol (25 mL) and water (5 mL) was purged with Ar (vacuum/purge three times) to remove oxygen, then PdCl2Cl2(PtBu2Ph)2 (0.0243 g, 0.0391 mmol) was added. The reaction mixture was stirred in a 100° C. oil bath for 60 min. The brown solution was concentrated in vacuo to a solid residue. The residue was treated with 3:1 CHCl3... The reactants are S(O)(O)(=O)=O (sulfuric acid), O1CCOC12CCN(CC2)CC2=CC=C(C(=O)N(CC)CC)C=C2 (4-(1,4-Dioxa-8-azaspiro[4.5]dec-8-ylmethyl)-N,N-diethylbenzamide), [OH-].[Na+] (NaOH). Run in O (water), O1CCCC1 (tetrahydrofuran). Conditions: time 3 day. The product is C(C)N(C(C1=CC=C(C=C1)CN1CCC(CC1)=O)=O)CC (N,N-Diethyl-4-[(4-oxo-1-piperidinyl)methyl]benzamide). The yield is 100.5%. Reaction SMILES: O1[C:5]2([CH2:10][CH2:9][N:8]([CH2:11][C:12]3[CH:24]=[CH:23][C:15]([C:16]([N:18]([CH2:21][CH3:22])[CH2:19][CH3:20])=[O:17])=[CH:14][CH:13]=3)[CH2:7][CH2:6]2)[O:4]CC1.S(=O)(=O)(O)O.[OH-].[Na+]>O1CCCC1.O>[CH2:21]([N:18]([CH2:19][CH3:20])[C:16](=[O:17])[C:15]1[CH:14]=[CH:13][C:12]([CH2:11][N:8]2[CH2:7][CH2:6][C:5](=[O:4])[CH2:10][CH2:9]2)=[CH:24][CH:23]=1)[CH3:22] |f:2.3|. Procedure: 4-(1,4-Dioxa-8-azaspiro[4.5]dec-8-ylmethyl)-N,N-diethylbenzamide (63.9 g, 192 mmol) is dissolved in 193 mL of tetrahydrofuran and treated with a solution of concentrated sulfuric acid (77 mL) in water (309 mL). The solution is allowed to stir for three days and then refluxed for 17 hours. It is neutralized with 2.5N NaOH and extracted with 400 mL, 200 mL and then 100 of methylene chloride. The pooled extracts are dried over Na2SO4 and concentrated in vacuo affording 58.74 g (193 mmol, 100% yield... Reaction SMILES: [C:26](=[O:27])([O-:28])[O-:29].[CH3:1][S:2]([O:3][CH2:6][CH2:7][CH2:8][CH2:9][c:10]1[c:11]([CH2:23][CH2:24][CH3:25])[c:12]2[c:13]([c:14]([C:17]([F:18])([F:19])[F:20])[n:15][o:16]2)[cH:21][cH:22]1)(=[O:4])=[O:5].[Cs+:30].[Cs+:31].[O:32]=[C:33]1[CH2:34][CH2:35][NH:36][C:37](=[O:38])[NH:39]1.[O:40]=[CH:41][N:42]([CH3:43])[CH3:44]>>[CH2:6]([CH2:7][CH2:8][CH2:9][c:10]1[c:11]([CH2:23][CH2:24][CH3:25])[c:12]2[c:13]([c:14]([C:17]([F:18])([F:19])[F:20])[n:15][o:16]2)[cH:21][cH:22]1)[N:36]1[CH2:35][CH2:34][C:33](=[O:32])[NH:39][C:37]1=[O:38]. The reactants are O=C([O-])[O-], CCCc1c(CCCCOS(C)(=O)=O)ccc2c(C(F)(F)F)noc12, [Cs+], [Cs+], O=C1CCNC(=O)N1, CN(C)C=O. Yields the product CCCc1c(CCCCN2CCC(=O)NC2=O)ccc2c(C(F)(F)F)noc12. Yield: 0.1%. Procedure: 6-Chloro-N-methyl-4-propylnicotinamide (123 mg, 0.578 mol) was dissolved in tetrahydrofuran (2 mL), added 1-piperazineethanol (355 μL, 2.89 mol) at room temperature, and stirred at 100° C. for 18 hours. The reaction solution was purified by silica-gel column chromatography (chloroform/methanol). The title compound (177 mg (yield >99%)) was obtained as a yellow crystal. Solvent: O1CCCC1 (tetrahydrofuran). Reactants: ClC1=NC=C(C(=O)NC)C(=C1)CCC (6-Chloro-N-methyl-4-propylnicotinamide), N1(CCNCC1)CCO (1-piperazineethanol). The product is OCCN1CCN(CC1)C1=NC=C(C(=O)NC)C(=C1)CCC (6-[4-(2-hydroxyethyl)piperazin-1-yl]-N-methyl-4-propylnicotinamide). Conditions: temperature 100 celsius, time 18 hour. RXN SMILES: Cl[C:2]1[CH:11]=[C:10]([CH2:12][CH2:13][CH3:14])[C:5]([C:6]([NH:8][CH3:9])=[O:7])=[CH:4][N:3]=1.[N:15]1([CH2:21][CH2:22][OH:23])[CH2:20][CH2:19][NH:18][CH2:17][CH2:16]1>O1CCCC1>[OH:23][CH2:22][CH2:21][N:15]1[CH2:20][CH2:19][N:18]([C:2]2[CH:11]=[C:10]([CH2:12][CH2:13][CH3:14])[C:5]([C:6]([NH:8][CH3:9])=[O:7])=[CH:4][N:3]=2)[CH2:17][CH2:16]1. Reactants: CCC1CO1, CC1(C=O)SC2CC(=O)N2C1C(=O)OC(c1ccccc1)c1ccccc1, [Cl-], c1ccc([P+](Cc2ncon2)(c2ccccc2)c2ccccc2)cc1. Yields the product CC1(C=Cc2ncon2)SC2CC(=O)N2C1C(=O)OC(c1ccccc1)c1ccccc1. As a reaction SMILES: [CH2:54]1[O:55][CH:56]1[CH2:57][CH3:58].[CH:1](=[O:2])[C:3]1([CH3:27])[CH:4]([C:11](=[O:12])[O:13][CH:14]([c:15]2[cH:16][cH:17][cH:18][cH:19][cH:20]2)[c:21]2[cH:22][cH:23][cH:24][cH:25][cH:26]2)[N:5]2[C:6](=[O:10])[CH2:7][CH:8]2[S:9]1.[Cl-:28].[o:29]1[n:30][c:31]([CH2:34][P+:35]([c:36]2[cH:37][cH:38][cH:39][cH:40][cH:41]2)([c:42]2[cH:43][cH:44][cH:45][cH:46][cH:47]2)[c:48]2[cH:49][cH:50][cH:51][cH:52][cH:53]2)[n:32][cH:33]1>>[CH:1]([C:3]1([CH3:27])[CH:4]([C:11](=[O:12])[O:13][CH:14]([c:15]2[cH:16][cH:17][cH:18][cH:19][cH:20]2)[c:21]2[cH:22][cH:23][cH:24][cH:25][cH:26]2)[N:5]2[C:6](=[O:10])[CH2:7][CH:8]2[S:9]1)=[CH:34][c:31]1[n:30][o:29][cH:33][n:32]1. The reactants are FC1=CC=C(C(=O)\N=C\2/NC3=C(N2[C@H]2CC[C@H](CC2)C(=O)O)C=C(C=C3)CN3CCC(CC3)C(C)(C)O)C=C1 (cis-4-((E)-2-(4-fluorobenzoylimino)-6-((4-(2-hydroxypropan-2-yl)piperidin-1-yl)methyl)-2,3-dihydro-1H-benzo[d]imidazol-1-yl)cyclohexanecarboxylic acid), C12CN(CC(CC1)N2)C(=O)OC(C)(C)C (tert-butyl 3,8-diazabicyclo[3.2.1]octane-3-carboxylate). Product: FC1=CC=C(C(=O)\N=C\2/NC3=C(N2[C@H]2CC[C@H](CC2)C(=O)N2C4CN(CC2CC4)C(=O)OC(C)(C)C)C=C(C=C3)CN3CCC(CC3)C(C)(C)O)C=C1 (tert-Butyl 8-(cis-4-((E)-2-(4-fluorobenzoylimino)-6-((4-(2-hydroxypropan-2-yl)piperidin-1-yl)methyl)-2,3-dihydro-1H-benzo[d]imidazol-1-yl)cyclohexanecarbonyl)-3,8-diazabicyclo[3.2.1]octane-3-carboxylate), FC1=CC=C(C(=O)/N=C/2\NC3=C(N2[C@@H]2CC[C@@H](CC2)C(=O)N2CCNCC2)C=C(C=C3)CN3CCC(CC3)C(C)(C)O)C=C1 ((E)-4-fluoro-N-(6-((4-(2-hydroxypropan-2-yl)piperidin-1-yl)methyl)-1-(cis-4-(piperazine-1-carbonyl)cyclohexyl)-1H-benzo[d]imidazol-2(3H)-ylidene)benzamide). Isolated yield 51.0%. Reaction SMILES: [F:1][C:2]1[CH:39]=[CH:38][C:5]([C:6](/[N:8]=[C:9]2\[NH:10][C:11]3[CH:26]=[CH:25][C:24]([CH2:27][N:28]4[CH2:33][CH2:32][CH:31]([C:34]([OH:37])([CH3:36])[CH3:35])[CH2:30][CH2:29]4)=[CH:23][C:12]=3[N:13]\2[C@@H:14]2[CH2:19][CH2:18][C@H:17]([C:20]([OH:22])=[O:21])[CH2:16][CH2:15]2)=[O:7])=[CH:4][CH:3]=1.[CH:40]12[NH:47][CH:44]([CH2:45][CH2:46]1)[CH2:43][N:42]([C:48]([O:50][C:51]([CH3:54])([CH3:53])[CH3:52])=[O:49])[CH2:41]2>>[F:1][C:2]1[CH:39]=[CH:38][C:5]([C:6](/[N:8]=[C:9]2\[NH:10][C:11]3[CH:26]=[CH:25][C:24]([CH2:27][N:28]4[CH2:33][CH2:32][CH:31]([C:34]([OH:37])([CH3:35])[CH3:36])[CH2:30][CH2:29]4)=[CH:23][C:12]=3[N:13]\2[C@@H:14]2[CH2:19][CH2:18][C@H:17]([C:20]([N:47]3[CH:40]4[CH2:46][CH2:45][CH:44]3[CH2:43][N:42]([C:48]([O:50][C:51]([CH3:54])([CH3:53])[CH3:52])=[O:49])[CH2:41]4)=[O:21])[CH2:16][CH2:15]2)=[O:7])=[CH:4][CH:3]=1.[F:1][C:2]1[CH:3]=[CH:4][C:5]([C:6](/[N:8]=[C:9]2\[NH:10][C:11]3[CH:26]=[CH:25][C:24]([CH2:27][N:28]4[CH2:29][CH2:30][CH:31]([C:34]([OH:37])([CH3:35])[CH3:36])[CH2:32][CH2:33]4)=[CH:23][C:12]=3[N:13]\2[C@H:14]2[CH2:19][CH2:18][C@@H:17]([C:20]([N:42]3[CH2:43][CH2:44][NH:47][CH2:40][CH2:41]3)=[O:22])[CH2:16][CH2:15]2)=[O:7])=[CH:38][CH:39]=1. Procedure: The title compound was prepared from cis-4-((E)-2-(4-fluorobenzoylimino)-6-((4-(2-hydroxypropan-2-yl)piperidin-1-yl)methyl)-2,3-dihydro-1H-benzo[d]imidazol-1-yl)cyclohexanecarboxylic acid and tert-butyl 3,8-diazabicyclo[3.2.1]octane-3-carboxylate using a method analogous to that used in the preparation of (E)-4-fluoro-N-(6-((4-(2-hydroxypropan-2-yl)piperidin-1-yl)methyl)-1-(cis-4-(piperazine-1-carbonyl)cyclohexyl)-1H-benzo[d]imidazol-2(3H)-ylidene)benzamide (70 mg, 51% yield). MS, m/z (C41H55FN6... Reactants: C[S+](C)(C)=O, CS(C)=O, CON(C)C(=O)C=Cc1ccc2c(c1)C(C)(C)CCC2(C)C, [H-], [I-], [Na+], O. Product: CON(C)C(=O)C1CC1c1ccc2c(c1)C(C)(C)CCC2(C)C. RXN SMILES: [CH3:2][S+:3]([CH3:4])([CH3:5])=[O:6].[CH3:32][S:33]([CH3:34])=[O:35].[CH3:9][O:10][N:11]([C:12]([CH:13]=[CH:14][c:15]1[cH:16][c:17]2[c:22]([cH:23][cH:24]1)[C:21]([CH3:25])([CH3:26])[CH2:20][CH2:19][C:18]2([CH3:27])[CH3:28])=[O:29])[CH3:30].[H-:7].[I-:1].[Na+:8].[OH2:31]>>[CH2:2]1[CH:13]([C:12]([N:11]([O:10][CH3:9])[CH3:30])=[O:29])[CH:14]1[c:15]1[cH:16][c:17]2[c:22]([cH:23][cH:24]1)[C:21]([CH3:25])([CH3:26])[CH2:20][CH2:19][C:18]2([CH3:27])[CH3:28].